This data is from the Open Reaction Database (ORD), a public repository of structured organic reaction records. The task is: describe an organic reaction: reactants, conditions, products, and yield Reactants: B1(OO1)[O-].O.O.O.O.[Na+] (Sodium perborate tetrahydrate), N1(C=CC2=CC=CC=C12)C1=CC=C(C2=CC=C(C=C2)CSC[C@@H](C(=O)O)NC(CC2=CC(=CC=C2)[N+](=O)[O-])=O)C=C1 ((2R)-3-(4′-Indol-1-ylbiphen-4-ylmethylsulfanyl)-2-[2-(3-nitrophenyl)-acetylamino]-propionic acid). The solvent is C(C)(=O)O (acetic acid), C(C)(=O)OCC (ethyl acetate). Conditions: temperature 40 celsius, time 2 hour. Yields the product N1(C=CC2=CC=CC=C12)C1=CC=C(C2=CC=C(C=C2)CS(=O)C[C@@H](C(=O)O)NC(CC2=CC(=CC=C2)[N+](=O)[O-])=O)C=C1 ((2R)-3-(4′-Indol-1-ylbiphen-4-ylmethylsulfinyl)-2-[2-(3-nitrophenyl)acetylamino]-propionic acid). The yield is 61.1%. As a reaction SMILES: B1([O-])OO1.[OH2:5].O.O.O.[Na+].[N:10]1([C:19]2[CH:50]=[CH:49][C:22]([C:23]3[CH:28]=[CH:27][C:26]([CH2:29][S:30][CH2:31][C@H:32]([NH:36][C:37](=[O:48])[CH2:38][C:39]4[CH:44]=[CH:43][CH:42]=[C:41]([N+:45]([O-:47])=[O:46])[CH:40]=4)[C:33]([OH:35])=[O:34])=[CH:25][CH:24]=3)=[CH:21][CH:20]=2)[C:18]2[C:13](=[CH:14][CH:15]=[CH:16][CH:17]=2)[CH:12]=[CH:11]1>C(O)(=O)C.C(OCC)(=O)C>[N:10]1([C:19]2[CH:20]=[CH:21][C:22]([C:23]3[CH:28]=[CH:27][C:26]([CH2:29][S:30]([CH2:31][C@H:32]([NH:36][C:37](=[O:48])[CH2:38][C:39]4[CH:44]=[CH:43][CH:42]=[C:41]([N+:45]([O-:47])=[O:46])[CH:40]=4)[C:33]([OH:35])=[O:34])=[O:5])=[CH:25][CH:24]=3)=[CH:49][CH:50]=2)[C:18]2[C:13](=[CH:14][CH:15]=[CH:16][CH:17]=2)[CH:12]=[CH:11]1 |f:0.1.2.3.4.5|. Procedure details: Sodium perborate tetrahydrate (97 mg, 0.63 mmol) was added as a solid to a stirred solution of (2R)-3-(4′-Indol-1-ylbiphen-4-ylmethylsulfanyl)-2-[2-(3-nitrophenyl)-acetylamino]-propionic acid (330 mg, 0.58 mmol) in acetic acid (10 mL) at 40° C. This solution was stirred at 40° C. for 2 hours (HPLC control) and then diluted with ethyl acetate (50 mL), washed with water, brine (2×), dried over anhydrous MgSO4, filtered and concentrated in vacuo. Purification by trituration of the product with diet...